From a dataset of the Open Reaction Database (ORD), a public repository of structured organic reaction records. describe an organic reaction: reactants, conditions, products, and yield Starting materials: CCCCP(CCCC)CCCC, O=S(=O)(O)Cl. Product: CCCCP(=O)(CCCC)CCCC. As a reaction SMILES: [CH2:6]([CH2:7][CH2:8][CH3:9])[P:10]([CH2:11][CH2:12][CH2:13][CH3:14])[CH2:15][CH2:16][CH2:17][CH3:18].[Cl:1][S:2](=[O:3])([OH:4])=[O:5]>>[O:3]=[P:10]([CH2:6][CH2:7][CH2:8][CH3:9])([CH2:11][CH2:12][CH2:13][CH3:14])[CH2:15][CH2:16][CH2:17][CH3:18]. Reactants: [I-].ClC1=CC=C(CNC(SC)=NC)C=C1 (1-(4-Chlorobenzyl)-2,3-dimethyl-isothiourea iodide), N1(CCCC1)CCCN (3-pyrrolidin-1-yl-propylamine). The solvent is C(C)O (ethanol). Yields the product ClC1=CC=C(CNC(=NCCCN2CCCC2)NC)C=C1 (N-(4-Chlorobenyl)-N′-methyl-N″-(3-pyrrolidin-1-yl-propyl)-guanidine). Isolated yield 73.0%. Reaction SMILES: [I-].[Cl:2][C:3]1[CH:15]=[CH:14][C:6]([CH2:7][NH:8][C:9](=[N:12][CH3:13])SC)=[CH:5][CH:4]=1.[N:16]1([CH2:21][CH2:22][CH2:23][NH2:24])[CH2:20][CH2:19][CH2:18][CH2:17]1>C(O)C>[Cl:2][C:3]1[CH:4]=[CH:5][C:6]([CH2:7][NH:8][C:9]([NH:12][CH3:13])=[N:24][CH2:23][CH2:22][CH2:21][N:16]2[CH2:20][CH2:19][CH2:18][CH2:17]2)=[CH:14][CH:15]=1 |f:0.1|. Procedure: A solution of the product from step b (358 mg, 1.00 mmol) and 3-pyrrolidin-1-yl-propylamine (0.19 ml) in ethanol (4 ml) was stirred at ambient temperature for 16 h followed by heating at reflux for 1 h. The solvent was removed at reduced pressure and the residue was partitioned between DCM (20 ml) and aqueous ammonia (880, 20 ml). The aqueous phase was extracted with further DCM (10 ml) and then discarded. The combined organic phases were washed twice with water (20 ml) and once with brine (20 m... Reactants: CCCCCC, COC(C)(C)C, C[Mg+], CC(C)=CCCC(C)=CC=O, [Cl-], [Cl-], [NH4+], O. Yields the product CC(C)=CCCC(C)=CC(C)O. As a reaction SMILES: [CH3:17][CH2:18][CH2:19][CH2:20][CH2:21][CH3:22].[CH3:23][O:24][C:25]([CH3:26])([CH3:27])[CH3:28].[CH3:2][Mg+:3].[CH3:4][C:5]([CH3:6])=[CH:7][CH2:8][CH2:9][C:10]([CH3:11])=[CH:12][CH:13]=[O:14].[Cl-:15].[Cl-:1].[NH4+:16].[OH2:29]>>[CH3:4][C:5]([CH3:6])=[CH:7][CH2:8][CH2:9][C:10]([CH3:11])=[CH:12][CH:13]([OH:14])[CH3:17]. Yields the product [Br-].BrCC[N+]1=CC=CC2=CC=CC=C12 (1-(2-Bromoethyl)quinolinium Bromide). Starting materials: N1=CC=CC2=CC=CC=C12 (quinoline), BrCCBr (1,2-dibromoethane). Procedure: A solution of quinoline (20 ml) in 200 ml of 1,2-dibromoethane was heated under nitrogen at 70° C. for 18 hours. The crystalline solid was filtered, washed with dichloromethane and recrystallized from methanol-ether. Collected 32 g (65 per cent yield) m.p. 205°-207° C. Nmr (D2O) 4.22 (t, 2), 5.63 (t, 2), 7.8 - 8.6 (m, 5), 9.1 - 9.6 (m, 3). As a reaction SMILES: [N:1]1[C:10]2[C:5](=[CH:6][CH:7]=[CH:8][CH:9]=2)[CH:4]=[CH:3][CH:2]=1.[Br:11][CH2:12][CH2:13]Br>>[Br-:11].[Br:11][CH2:12][CH2:13][N+:1]1[C:10]2[C:5](=[CH:6][CH:7]=[CH:8][CH:9]=2)[CH:4]=[CH:3][CH:2]=1 |f:2.3|. Reactants: C[Si](C)(C)NO, CN(C)C=O, CCOC(=O)c1c(O)c2ccc(Cl)cc2[nH]c1=O, O. The product is O=C(NO)c1c(O)c2ccc(Cl)cc2[nH]c1=O. Reaction SMILES: [CH3:1][Si:2]([CH3:3])([CH3:4])[NH:5][OH:6].[CH3:26][N:27]([CH3:28])[CH:29]=[O:30].[Cl:7][c:8]1[cH:9][cH:10][c:11]2[c:12]([OH:24])[c:13]([C:19](=[O:20])[O:21][CH2:22][CH3:23])[c:14](=[O:18])[nH:15][c:16]2[cH:17]1.[OH2:25]>>[NH:5]([OH:6])[C:19]([c:13]1[c:12]([OH:24])[c:11]2[cH:10][cH:9][c:8]([Cl:7])[cH:17][c:16]2[nH:15][c:14]1=[O:18])=[O:20]. Run in ClCCl (dichloromethane). Reaction SMILES: N=C=N.[C:4]([O:8][C:9]([NH:11][CH2:12][CH2:13][CH2:14]C(O)=O)=[O:10])([CH3:7])([CH3:6])[CH3:5].C1C=CC2N([OH:27])N=NC=2C=1.C([N:35]1[CH2:40][CH2:39][N:38]([CH2:41][CH2:42][CH2:43][C:44]([O:46][CH3:47])=[O:45])[CH2:37][CH2:36]1)C1C=CC=CC=1.C(O)C(N)(CO)CO>ClCCl>[C:4]([O:8][C:9]([NH:11][CH2:12][CH2:13][C:14]([N:35]1[CH2:40][CH2:39][N:38]([CH2:41][CH2:42][CH2:43][C:44]([O:46][CH3:47])=[O:45])[CH2:37][CH2:36]1)=[O:27])=[O:10])([CH3:5])([CH3:6])[CH3:7]. Procedure details: To a suspension of PS-carbodiimide (1.7 g, 1.5 mmoles) in dichloromethane (2 mL) was added 4-(tert-butoxycarbonylamino)butyric acid (305 mg, 1.5 mmoles) and HOBT (230 mg, 1.7 mmoles). After 20 min 186 mg of methyl 4-(4-benzylpiperazin-1-yl)butanoate (186 mg, 1.0 mmol) was added to the reaction mixture and stirred 24 h. PS-trisamine (1.08 g, 5 eq.) was added and stirred 16 h. The reaction mixture was filtered and evaporated to afford methyl 4-{4-[N-(tert-butoxycarbonyl)-beta-alanyl]piperazin-1-yl... Isolated yield 81.1%. Reaction conditions: time 24 hour. Starting materials: C(C1=CC=CC=C1)N1CCN(CC1)CCCC(=O)OC (methyl 4-(4-benzylpiperazin-1-yl)butanoate), N=C=N (carbodiimide), C(C)(C)(C)OC(=O)NCCCC(=O)O (4-(tert-butoxycarbonylamino)butyric acid), C=1C=CC2=C(C1)N=NN2O (HOBT), C(C(CO)(CO)N)O (trisamine). The product is C(C)(C)(C)OC(=O)NCCC(=O)N1CCN(CC1)CCCC(=O)OC (methyl 4-{4-[N-(tert-butoxycarbonyl)-beta-alanyl]piperazin-1-yl}butanoate).